Task: describe an organic reaction: reactants, conditions, products, and yield. Dataset: the Open Reaction Database (ORD), a public repository of structured organic reaction records Reactants: FC1=C(N)C(=CC=C1C)F (2,6-difluoro-3-methylaniline), S(=O)(=O)(Cl)Cl (sulfuryl chloride). The solvent is C(C)(=O)O (acetic acid), C(C)(=O)O (acetic acid). Yields the product ClC1=C(C(=C(N)C(=C1)F)F)C (4-chloro-2,6-difluoro-3-methylaniline). Isolated yield 65.7%. RXN SMILES: [F:1][C:2]1[C:8]([CH3:9])=[CH:7][CH:6]=[C:5]([F:10])[C:3]=1[NH2:4].S(Cl)([Cl:14])(=O)=O>C(O)(=O)C>[Cl:14][C:7]1[CH:6]=[C:5]([F:10])[C:3]([NH2:4])=[C:2]([F:1])[C:8]=1[CH3:9]. Procedure details: A solution of 2,6-difluoro-3-methylaniline (15 g, 105 mmol) in acetic acid (80 mL) was heated to 70° C. and a solution of sulfuryl chloride (16.0 g, 115 mmol) in acetic acid (40 mL) was added dropwise over 20 minutes. The temperature was maintained for 3 hours, then cooled and concentrated. The residue taken into water (100 mL) and the pH was adjusted to 9 with 2N sodium hydroxide and then extracted with methylene chloride (2×75 mL) and the combined extracts washed with brine, dried (sodium sulf...